Dataset: the Open Reaction Database (ORD), a public repository of structured organic reaction records. Task: describe an organic reaction: reactants, conditions, products, and yield Reactants: B(Br)(Br)Br (BBr3), BrC1=C(C=C(C(=C1)CC1=CC=C(C=C1)CC)Cl)OC (1-bromo-4-chloro-5-(4-ethylbenzyl)-2-methoxybenzene), B(Br)(Br)Br (BBr3). Solvent: C(Cl)Cl (CH2Cl2), C(Cl)Cl (CH2Cl2). Run at time 2 hour. The product is BrC1=C(C=C(C(=C1)CC1=CC=C(C=C1)CC)Cl)O (2-bromo-5-chloro-4-(4-ethylbenzyl)phenol). The yield is 91.9%. As a reaction SMILES: [Br:1][C:2]1[CH:7]=[C:6]([CH2:8][C:9]2[CH:14]=[CH:13][C:12]([CH2:15][CH3:16])=[CH:11][CH:10]=2)[C:5]([Cl:17])=[CH:4][C:3]=1[O:18]C.B(Br)(Br)Br>C(Cl)Cl>[Br:1][C:2]1[CH:7]=[C:6]([CH2:8][C:9]2[CH:14]=[CH:13][C:12]([CH2:15][CH3:16])=[CH:11][CH:10]=2)[C:5]([Cl:17])=[CH:4][C:3]=1[OH:18]. Procedure details: To a solution of 1-bromo-4-chloro-5-(4-ethylbenzyl)-2-methoxybenzene (AS) (5.1 g, 15 mmol) in anhydrous CH2Cl2 (15 mL), the solution of BBr3 in CH2Cl2 (1M, 20 mL) was added dropwise at −5° C. After BBr3 was added, the reaction mixture was allowed to warm to room temperature and stirred for 2 h, after which TLC showed the reaction was complete. The reaction was quenched with saturated NaHCO3. The organic phase was separated and washed with water and brine. After drying with anhydrous Na2SO4, the ... The reactants are NS(=O)(=O)C1(c2ncc(Br)s2)CCC1, CC(=O)OC(C)=O, c1ccncc1. Product: CC(=O)NS(=O)(=O)C1(c2ncc(Br)s2)CCC1. As a reaction SMILES: [Br:1][c:2]1[cH:3][n:4][c:5]([C:7]2([S:11](=[O:12])(=[O:13])[NH2:14])[CH2:8][CH2:9][CH2:10]2)[s:6]1.[CH3:15][C:16](=[O:17])[O:18][C:19](=[O:20])[CH3:21].[cH:22]1[cH:23][cH:24][n:25][cH:26][cH:27]1>>[Br:1][c:2]1[cH:3][n:4][c:5]([C:7]2([S:11](=[O:12])(=[O:13])[NH:14][C:16]([CH3:15])=[O:17])[CH2:8][CH2:9][CH2:10]2)[s:6]1.